From a dataset of the Open Reaction Database (ORD), a public repository of structured organic reaction records. describe an organic reaction: reactants, conditions, products, and yield Reactants: CCCCCCCN, CCO, CSC(=S)C1(c2ccccn2)CCCS1. Product: CCCCCCCNC(=S)C1(c2ccccn2)CCCS1. Reaction SMILES: [CH2:16]([CH2:17][CH2:18][CH2:19][CH2:20][CH2:21][CH3:22])[NH2:23].[CH3:24][CH2:25][OH:26].[n:1]1[c:2]([C:7]2([C:12]([S:14][CH3:13])=[S:15])[S:8][CH2:9][CH2:10][CH2:11]2)[cH:3][cH:4][cH:5][cH:6]1>>[n:1]1[c:2]([C:7]2([C:12](=[S:14])[NH:23][CH2:16][CH2:17][CH2:18][CH2:19][CH2:20][CH2:21][CH3:22])[S:8][CH2:9][CH2:10][CH2:11]2)[cH:3][cH:4][cH:5][cH:6]1. As a reaction SMILES: [C:40]([O:41][BH-:42]([O:43][C:44](=[O:45])[CH3:46])[O:47][C:48](=[O:49])[CH3:50])(=[O:51])[CH3:52].[CH3:14][c:15]1[n:16][c:17]2[cH:18][cH:19][cH:20][c:21]([N:25]3[CH2:26][CH2:27][N:28]([CH2:31][CH2:32][c:33]4[cH:34][c:35]([NH2:39])[cH:36][cH:37][cH:38]4)[CH2:29][CH2:30]3)[c:22]2[cH:23][cH:24]1.[Cl:54][CH2:55][Cl:56].[N+:1](=[O:2])([O-:3])[c:4]1[cH:5][c:6]([CH:10]([CH:11]=[O:12])[CH3:13])[cH:7][cH:8][cH:9]1.[Na+:53]>>[N+:1](=[O:2])([O-:3])[c:4]1[cH:5][c:6]([CH:10]([CH2:11][N:28]2[CH2:27][CH2:26][N:25]([c:21]3[cH:20][cH:19][cH:18][c:17]4[n:16][c:15]([CH3:14])[cH:24][cH:23][c:22]43)[CH2:30][CH2:29]2)[CH3:13])[cH:7][cH:8][cH:9]1. Starting materials: CC(=O)O[BH-](OC(C)=O)OC(C)=O, Cc1ccc2c(N3CCN(CCc4cccc(N)c4)CC3)cccc2n1, ClCCl, CC(C=O)c1cccc([N+](=O)[O-])c1, [Na+]. Yields the product Cc1ccc2c(N3CCN(CC(C)c4cccc([N+](=O)[O-])c4)CC3)cccc2n1. The reactants are Cn1cc(F)c(Br)cc1=O, CC(c1ccc(B2OC(C)(C)C(C)(C)O2)cc1)N1CCC(CC(C)(C)O)(c2ccccc2)OC1=O. The product is CC(c1ccc(-c2cc(=O)n(C)cc2F)cc1)N1CCC(CC(C)(C)O)(c2ccccc2)OC1=O. As a reaction SMILES: [Br:36][c:37]1[cH:38][c:39](=[O:45])[n:40]([CH3:44])[cH:41][c:42]1[F:43].[OH:1][C:2]([CH2:3][C:4]1([c:28]2[cH:29][cH:30][cH:31][cH:32][cH:33]2)[CH2:5][CH2:6][N:7]([CH:11]([CH3:12])[c:13]2[cH:14][cH:15][c:16]([B:19]3[O:20][C:21]([CH3:22])([CH3:23])[C:24]([CH3:25])([CH3:26])[O:27]3)[cH:17][cH:18]2)[C:8](=[O:10])[O:9]1)([CH3:34])[CH3:35]>>[OH:1][C:2]([CH2:3][C:4]1([c:28]2[cH:29][cH:30][cH:31][cH:32][cH:33]2)[CH2:5][CH2:6][N:7]([CH:11]([CH3:12])[c:13]2[cH:14][cH:15][c:16](-[c:37]3[cH:38][c:39](=[O:45])[n:40]([CH3:44])[cH:41][c:42]3[F:43])[cH:17][cH:18]2)[C:8](=[O:10])[O:9]1)([CH3:34])[CH3:35]. The reagents and catalysts are C=1C=CC(=CC1)/C=C/C(=O)/C=C/C2=CC=CC=C2.C=1C=CC(=CC1)/C=C/C(=O)/C=C/C2=CC=CC=C2.C=1C=CC(=CC1)/C=C/C(=O)/C=C/C2=CC=CC=C2.[Pd].[Pd] (tris(dibenzylideneacetone)-dipalladium (0)), C1(=CC=CC=C1)P(C1=C(C2=CC=CC=C2C=C1)C1=C(C=CC2=CC=CC=C12)P(C1=CC=CC=C1)C1=CC=CC=C1)C1=CC=CC=C1 (2,2′-bis(diphenylphosphino)-1,1′-binaphthyl). The yield is 77.1%. Product: FC1=C(C(=O)OCC)C=CC(=C1)NC1=C(C=CC=C1)[N+](=O)[O-] (Ethyl 2-fluoro-4-(2-nitrophenylamino)benzoate). The reactants are BrC1=CC(=C(C(=O)OCC)C=C1)F (ethyl 4-bromo-2-fluorobenzoate), [N+](=O)([O-])C1=C(N)C=CC=C1 (2-nitroaniline), C([O-])([O-])=O.[Cs+].[Cs+] (cesium carbonate), C1(=CC=CC=C1)C (toluene). Procedure: 1.0 g ethyl 4-bromo-2-fluorobenzoate, 0.56 g 2-nitroaniline, 1.85 g cesium carbonate, 37 mg tris(dibenzylideneacetone)-dipalladium (0), 38 mg 2,2′-bis(diphenylphosphino)-1,1′-binaphthyl (racemic mixture) and 15 mL toluene were stirred at 100° C. for 24 hours under nitrogen atmosphere. Water was added thereto, then the reaction mixture was extracted with ether, and the organic layer was dried over sodium sulfate. After the solvent was evaporated, the residue was purified by NH silica gel chromato... As a reaction SMILES: Br[C:2]1[CH:12]=[CH:11][C:5]([C:6]([O:8][CH2:9][CH3:10])=[O:7])=[C:4]([F:13])[CH:3]=1.[N+:14]([C:17]1[CH:23]=[CH:22][CH:21]=[CH:20][C:18]=1[NH2:19])([O-:16])=[O:15].C(=O)([O-])[O-].[Cs+].[Cs+].C1(C)C=CC=CC=1>C1C=CC(/C=C/C(/C=C/C2C=CC=CC=2)=O)=CC=1.C1C=CC(/C=C/C(/C=C/C2C=CC=CC=2)=O)=CC=1.C1C=CC(/C=C/C(/C=C/C2C=CC=CC=2)=O)=CC=1.[Pd].[Pd].C1(P(C2C=CC=CC=2)C2C=CC3C(=CC=CC=3)C=2C2C3C(=CC=CC=3)C=CC=2P(C2C=CC=CC=2)C2C=CC=CC=2)C=CC=CC=1.O>[F:13][C:4]1[CH:3]=[C:2]([NH:19][C:18]2[CH:20]=[CH:21][CH:22]=[CH:23][C:17]=2[N+:14]([O-:16])=[O:15])[CH:12]=[CH:11][C:5]=1[C:6]([O:8][CH2:9][CH3:10])=[O:7] |f:2.3.4,6.7.8.9.10|. Run in O (Water). The reactants are CC(=O)O, CC(=O)OC(C)=O, ClCCl, COc1ccccc1-c1cc2c(c3c1C(=O)NC3=O)c1cc(N)ccc1n2C. Product: COc1ccccc1-c1cc2c(c3c1C(=O)NC3=O)c1cc(NC(C)=O)ccc1n2C. RXN SMILES: [CH3:1][C:2]([OH:3])=[O:4].[CH3:5][C:6]([O:7][C:8](=[O:9])[CH3:10])=[O:11].[Cl:40][CH2:41][Cl:42].[NH2:12][c:13]1[cH:14][c:15]2[c:16]3[c:17]4[c:18]([c:19](-[c:27]5[c:28]([O:33][CH3:34])[cH:29][cH:30][cH:31][cH:32]5)[cH:20][c:21]3[n:22]([CH3:26])[c:23]2[cH:24][cH:25]1)[C:35](=[O:39])[NH:36][C:37]4=[O:38]>>[CH3:1][C:2](=[O:4])[NH:12][c:13]1[cH:14][c:15]2[c:16]3[c:17]4[c:18]([c:19](-[c:27]5[c:28]([O:33][CH3:34])[cH:29][cH:30][cH:31][cH:32]5)[cH:20][c:21]3[n:22]([CH3:26])[c:23]2[cH:24][cH:25]1)[C:35](=[O:39])[NH:36][C:37]4=[O:38]. Starting materials: O=C([O-])O, CCOC(OCC)C(CC(=O)OC(C)(C)C)NC(=O)C1C2CCC(C2)N1C(=O)OCc1ccccc1, ClCCl, [Na+], O=C(O)C(F)(F)F. Product: CCOC1OC(=O)CC1NC(=O)C1C2CCC(C2)N1C(=O)OCc1ccccc1. As a reaction SMILES: [C:47](=[O:48])([OH:49])[O-:50].[CH2:1]([c:2]1[cH:3][cH:4][cH:5][cH:6][cH:7]1)[O:8][C:9](=[O:10])[N:11]1[CH:12]2[CH2:13][CH2:14][CH:15]([CH:16]1[C:17]([NH:18][CH:19]([CH:20]([O:24][CH2:25][CH3:26])[O:32][CH2:33][CH3:34])[CH2:27][C:28](=[O:29])[O:30][C:21]([CH3:22])([CH3:23])[CH3:31])=[O:35])[CH2:36]2.[Cl:44][CH2:45][Cl:46].[Na+:51].[OH:37][C:38]([C:39]([F:40])([F:41])[F:42])=[O:43]>>[CH2:1]([c:2]1[cH:3][cH:4][cH:5][cH:6][cH:7]1)[O:8][C:9](=[O:10])[N:11]1[CH:12]2[CH2:13][CH2:14][CH:15]([CH:16]1[C:17]([NH:18][CH:19]1[CH:20]([O:24][CH2:25][CH3:26])[O:30][C:28](=[O:29])[CH2:27]1)=[O:35])[CH2:36]2.